From a dataset of the Open Reaction Database (ORD), a public repository of structured organic reaction records. describe an organic reaction: reactants, conditions, products, and yield Reactants: CN1CCCC1=O, CCOCC, ClCCNCCCl, Cl, Nc1cc(F)ccc1F, [Na+], [OH-], Cc1ccccc1C. The product is Cl, Fc1ccc(F)c(N2CCNCC2)c1. RXN SMILES: [CH3:28][N:29]1[CH2:30][CH2:31][CH2:32][C:33]1=[O:34].[CH3:35][CH2:36][O:37][CH2:38][CH3:39].[Cl:11][CH2:12][CH2:13][NH:14][CH2:15][CH2:16][Cl:17].[ClH:10].[F:1][c:2]1[c:3]([NH2:4])[cH:5][c:6]([F:9])[cH:7][cH:8]1.[Na+:19].[OH-:18].[c:20]1([CH3:21])[c:22]([CH3:23])[cH:24][cH:25][cH:26][cH:27]1>>[ClH:11].[F:1][c:2]1[c:3]([N:4]2[CH2:12][CH2:13][NH:14][CH2:15][CH2:16]2)[cH:5][c:6]([F:9])[cH:7][cH:8]1. Starting materials: CCC=C(C(=O)OCC)c1ccc(OC)c(C(SC)C(=O)OCc2ccccc2)c1, CC(=O)O, [Zn]. Product: CCC=C(C(=O)OCC)c1ccc(OC)c(CC(=O)OCc2ccccc2)c1. RXN SMILES: [CH3:1][S:2][CH:3]([C:4](=[O:5])[O:6][CH2:7][c:8]1[cH:9][cH:10][cH:11][cH:12][cH:13]1)[c:14]1[c:15]([O:29][CH3:30])[cH:16][cH:17][c:18]([C:20](=[CH:21][CH2:22][CH3:23])[C:24](=[O:25])[O:26][CH2:27][CH3:28])[cH:19]1.[CH3:32][C:33](=[O:34])[OH:35].[Zn:31]>>[CH2:3]([C:4](=[O:5])[O:6][CH2:7][c:8]1[cH:9][cH:10][cH:11][cH:12][cH:13]1)[c:14]1[c:15]([O:29][CH3:30])[cH:16][cH:17][c:18]([C:20](=[CH:21][CH2:22][CH3:23])[C:24](=[O:25])[O:26][CH2:27][CH3:28])[cH:19]1. The reactants are IC=1C=CC=2N(C1)C=C(N2)C=2C(=NOC2C)C2=CC=CC=C2 (6-iodo-2-(5-methyl-3-phenyl-isoxazol-4-yl)-imidazo[1,2-a]pyridine), N1C(CCC1)=O (2-pyrrolidone). The product is CC1=C(C(=NO1)C1=CC=CC=C1)C=1N=C2N(C=C(C=C2)N2C(CCC2)=O)C1 (1-[2-(5-Methyl-3-phenyl-isoxazol-4-yl)-imidazo[1,2-a]pyridin-6-yl]-pyrrolidin-2-one). The yield is 51.0%. Reaction SMILES: I[C:2]1[CH:3]=[CH:4][C:5]2[N:6]([CH:8]=[C:9]([C:11]3[C:12]([C:17]4[CH:22]=[CH:21][CH:20]=[CH:19][CH:18]=4)=[N:13][O:14][C:15]=3[CH3:16])[N:10]=2)[CH:7]=1.[NH:23]1[CH2:27][CH2:26][CH2:25][C:24]1=[O:28]>>[CH3:16][C:15]1[O:14][N:13]=[C:12]([C:17]2[CH:22]=[CH:21][CH:20]=[CH:19][CH:18]=2)[C:11]=1[C:9]1[N:10]=[C:5]2[CH:4]=[CH:3][C:2]([N:23]3[CH2:27][CH2:26][CH2:25][C:24]3=[O:28])=[CH:7][N:6]2[CH:8]=1. Procedure: As described for Example 60, 6-iodo-2-(5-methyl-3-phenyl-isoxazol-4-yl)-imidazo[1,2-a]pyridine (135 mg, 0.34 mmol) was converted, using 2-pyrrolidone instead of benzamide, to the title compound (61 mg, 51%) which was obtained as a light brown solid. MS: m/e=359.0 [M+H]+. Starting materials: ClC1=C(C(=O)OC)C=CC(=C1CN1N=C(C2=CC=CC=C12)C1=NC=C(C(=N1)NC1=CC=NC=C1)OC)Cl (methyl 2,4-dichloro-3-({3-[5-methoxy-4-(pyridin-4-ylamino)pyrimidin-2-yl]-1H-indazol-1-yl}methyl)benzoate), [H-].[Al+3].[Li+].[H-].[H-].[H-] (lithium aluminium hydride). Solvent: O1CCCC1 (tetrahydrofuran), O1CCCC1 (tetrahydrofuran). Reaction conditions: time 30 minute. Product: ClC1=C(C=CC(=C1CN1N=C(C2=CC=CC=C12)C1=NC=C(C(=N1)NC1=CC=NC=C1)OC)Cl)CO ([2,4-dichloro-3-({3-[5-methoxy-4-(pyridin-4-ylamino)pyrimidin-2-yl]-1H-indazol-1-yl}methyl)phenyl]methanol). Reaction SMILES: [Cl:1][C:2]1[C:11]([CH2:12][N:13]2[C:21]3[C:16](=[CH:17][CH:18]=[CH:19][CH:20]=3)[C:15]([C:22]3[N:27]=[C:26]([NH:28][C:29]4[CH:34]=[CH:33][N:32]=[CH:31][CH:30]=4)[C:25]([O:35][CH3:36])=[CH:24][N:23]=3)=[N:14]2)=[C:10]([Cl:37])[CH:9]=[CH:8][C:3]=1[C:4](OC)=[O:5].[H-].[Al+3].[Li+].[H-].[H-].[H-]>O1CCCC1>[Cl:1][C:2]1[C:11]([CH2:12][N:13]2[C:21]3[C:16](=[CH:17][CH:18]=[CH:19][CH:20]=3)[C:15]([C:22]3[N:27]=[C:26]([NH:28][C:29]4[CH:34]=[CH:33][N:32]=[CH:31][CH:30]=4)[C:25]([O:35][CH3:36])=[CH:24][N:23]=3)=[N:14]2)=[C:10]([Cl:37])[CH:9]=[CH:8][C:3]=1[CH2:4][OH:5] |f:1.2.3.4.5.6|. Reported procedure: 80 mg of methyl 2,4-dichloro-3-({3-[5-methoxy-4-(pyridin-4-ylamino)pyrimidin-2-yl]-1H-indazol-1-yl}methyl)benzoate (2-16-1, 0.149 mmol, 1. eq.) was suspended in 2.4 ml of dry tetrahydrofuran under nitrogen atmosphere. The suspension was cooled with an ice bath to +3° C., upon which 254 μl of a 1 M lithium aluminium hydride solution in tetrahydrofuran (0.254 mmol, 1.7 eq.) were added dropwise. The ice bath was remove and the mixture was stirred at room temperature for 30 minutes. Then the mixture... The reactants are C1CCOC1, ClCCl, NN, C1COCCO1, c1ccc2[nH]ncc2c1. The product is Nc1n[nH]c2ccccc12. Reaction SMILES: [CH2:12]1[O:13][CH2:14][CH2:15][CH2:16]1.[Cl:23][CH2:24][Cl:25].[NH2:10][NH2:11].[O:17]1[CH2:18][CH2:19][O:20][CH2:21][CH2:22]1.[nH:1]1[n:2][cH:3][c:4]2[cH:5][cH:6][cH:7][cH:8][c:9]12>>[nH:1]1[n:2][c:3]([NH2:10])[c:4]2[cH:5][cH:6][cH:7][cH:8][c:9]12.